describe an organic reaction: reactants, conditions, products, and yield From a dataset of the Open Reaction Database (ORD), a public repository of structured organic reaction records. Reactants: O1CC1C(F)(F)F (1,2-Epoxy-3,3,3-trifluoropropane), Cl.CN1N=CC(=C1)C=1C=C(C=CC1)C1=NC=C(C=N1)C=1C=NN(C1)C1CCNCC1 (2-[3-(1-Methyl-1H-pyrazol-4-yl)-phenyl]-5-(1-piperidin-4-yl-1H-pyrazol-4-yl)-pyrimidine hydrochloride), CCN(C(C)C)C(C)C (DIEA). Run in CN(C)C=O (DMF), O (water). Run at temperature 50 celsius. The product is FC(C(CN1CCC(CC1)N1N=CC(=C1)C=1C=NC(=NC1)C1=CC(=CC=C1)C=1C=NN(C1)C)O)(F)F (1,1,1-Trifluoro-3-[4-(4-{2-[3-(1-methyl-1H-pyrazol-4-yl)-phenyl]-pyrimidin-5-yl}-pyrazol-1-yl)-piperidin-1-yl]-propan-2-ol). Isolated yield 36.3%. Reaction SMILES: [O:1]1[CH:3]([C:4]([F:7])([F:6])[F:5])[CH2:2]1.Cl.[CH3:9][N:10]1[CH:14]=[C:13]([C:15]2[CH:16]=[C:17]([C:21]3[N:26]=[CH:25][C:24]([C:27]4[CH:28]=[N:29][N:30]([CH:32]5[CH2:37][CH2:36][NH:35][CH2:34][CH2:33]5)[CH:31]=4)=[CH:23][N:22]=3)[CH:18]=[CH:19][CH:20]=2)[CH:12]=[N:11]1.CCN(C(C)C)C(C)C>CN(C=O)C.O>[F:5][C:4]([F:7])([F:6])[CH:3]([OH:1])[CH2:2][N:35]1[CH2:34][CH2:33][CH:32]([N:30]2[CH:31]=[C:27]([C:24]3[CH:25]=[N:26][C:21]([C:17]4[CH:18]=[CH:19][CH:20]=[C:15]([C:13]5[CH:12]=[N:11][N:10]([CH3:9])[CH:14]=5)[CH:16]=4)=[N:22][CH:23]=3)[CH:28]=[N:29]2)[CH2:37][CH2:36]1 |f:1.2|. Reported procedure: 1,2-Epoxy-3,3,3-trifluoropropane(84 mg; 0.72 mmol; 2.4 eq.) was added to a solution of 2-[3-(1-methyl-1H-pyrazol-4-yl)phenyl]-5-(1-piperidin-4-yl-1H-pyrazol-4-yl)pyrimidine (example 1, 200 mg; 0.31 mmol; 1.0 eq.) and DIEA (53 μl; 0.31 mmol; 1.0 eq.) in DMF (4 mL). The reaction mixture was stirred at 50° C. O/N. It was then diluted with water and extracted with EtOAc (three times). Combined organic phases were washed with water and brine, dried over magnesium sulfate, filtered and concentrated. P... Reactants: C(C1=CC=CC=C1)=O (benzaldehyde), C(C1=CC=CC=C1)[N+]#[C-] (benzylisocyanide), O([K])C#N (KOCN), ClC1=CC=C(N)C=C1 (4-chloroaniline), Cl.[NH+]1=CC=CC=C1 (pyridinium hydrochloride). Run in CO (methanol), O (H2O). Run at time 3 day. Yields the product C(C1=CC=CC=C1)NC1=NC(N(C1C1=CC=CC=C1)C1=CC=C(C=C1)Cl)=O ((rac)-4-benzylamino-1-(4-chloro-phenyl)-5-phenyl-1,5-dihydro-imidazol-2-one). Isolated yield 36.6%. As a reaction SMILES: [CH:1](=O)[C:2]1[CH:7]=[CH:6][CH:5]=[CH:4][CH:3]=1.[CH2:9]([N+:16]#[C-:17])[C:10]1[CH:15]=[CH:14][CH:13]=[CH:12][CH:11]=1.[O:18]([C:20]#[N:21])[K].[Cl:22][C:23]1[CH:29]=[CH:28][C:26]([NH2:27])=[CH:25][CH:24]=1.Cl.[NH+]1C=CC=CC=1>CO.O>[CH2:9]([NH:16][C:17]1[CH:1]([C:2]2[CH:7]=[CH:6][CH:5]=[CH:4][CH:3]=2)[N:27]([C:26]2[CH:28]=[CH:29][C:23]([Cl:22])=[CH:24][CH:25]=2)[C:20](=[O:18])[N:21]=1)[C:10]1[CH:15]=[CH:14][CH:13]=[CH:12][CH:11]=1 |f:4.5|. Procedure details: The numbers in the formula are aimed for characterizing NMR-spectra. To a solution of benzaldehyde (1 equiv., 0.85 mmol, 94 μL) and benzylisocyanide (1 equiv., 0.85 mmol, 92 μL) in methanol (0.6 mL) was added KOCN (1 equiv., 0.85 mmol, 68 mg) in H2O (0.3 mL) followed by 4-chloroaniline (1 equiv., 0.85 mmol, 98 mg) and pyridinium hydrochloride (1 equiv., 0.85 mmol). The reaction was stirred at room temperature for 3 days and the precipitate filtered. Work-up and purification afforded (rac)-4-benz...